Dataset: the Open Reaction Database (ORD), a public repository of structured organic reaction records. Task: describe an organic reaction: reactants, conditions, products, and yield The reactants are CI, CN(C)C=O, CCCCCC, Cc1ccc(C(c2cc(F)ccc2F)S(=O)(=O)c2ccc(Cl)cc2)nc1, [H-], [Na+], O. Yields the product Cc1ccc(C(C)(c2cc(F)ccc2F)S(=O)(=O)c2ccc(Cl)cc2)nc1. RXN SMILES: [CH3:29][I:30].[CH3:32][N:33]([CH3:34])[CH:35]=[O:36].[CH3:37][CH2:38][CH2:39][CH2:40][CH2:41][CH3:42].[Cl:1][c:2]1[cH:3][cH:4][c:5]([S:8](=[O:9])(=[O:10])[CH:11]([c:12]2[n:13][cH:14][c:15]([CH3:18])[cH:16][cH:17]2)[c:19]2[c:20]([F:26])[cH:21][cH:22][c:23]([F:25])[cH:24]2)[cH:6][cH:7]1.[H-:27].[Na+:28].[OH2:31]>>[Cl:1][c:2]1[cH:3][cH:4][c:5]([S:8](=[O:9])(=[O:10])[C:11]([c:12]2[n:13][cH:14][c:15]([CH3:18])[cH:16][cH:17]2)([c:19]2[c:20]([F:26])[cH:21][cH:22][c:23]([F:25])[cH:24]2)[CH3:29])[cH:6][cH:7]1. Reactants: [Br-], CC(C)(C)OC(=O)N1CC(=O)C1, CCOCC, C[P+](c1ccccc1)(c1ccccc1)c1ccccc1. Product: C=C1CN(C(=O)OC(C)(C)C)C1. As a reaction SMILES: [Br-:18].[C:1]([CH3:2])([CH3:3])([CH3:4])[O:5][C:6](=[O:7])[N:8]1[CH2:9][C:10](=[O:12])[CH2:11]1.[CH3:13][CH2:14][O:15][CH2:16][CH3:17].[CH3:19][P+:20]([c:21]1[cH:22][cH:23][cH:24][cH:25][cH:26]1)([c:27]1[cH:28][cH:29][cH:30][cH:31][cH:32]1)[c:33]1[cH:34][cH:35][cH:36][cH:37][cH:38]1>>[C:1]([CH3:2])([CH3:3])([CH3:4])[O:5][C:6](=[O:7])[N:8]1[CH2:9][C:10](=[CH2:13])[CH2:11]1.